This data is from the Open Reaction Database (ORD), a public repository of structured organic reaction records. The task is: describe an organic reaction: reactants, conditions, products, and yield Starting materials: ClC1=C(C=CC(=C1)[N+](=O)[O-])O (2-chloro-4-nitrophenol), BrCC(=O)OCC (ethyl bromoacetate), C([O-])([O-])=O.[K+].[K+] (potassium carbonate). Run in CN(C)C=O (DMF). The product is [N+](=O)([O-])C1=CC(=C(OCC(=O)OCC)C=C1)Cl (ethyl 4-nitro-2-chlorophenoxyacetate). Isolated yield 75.5%. As a reaction SMILES: [Cl:1][C:2]1[CH:7]=[C:6]([N+:8]([O-:10])=[O:9])[CH:5]=[CH:4][C:3]=1[OH:11].Br[CH2:13][C:14]([O:16][CH2:17][CH3:18])=[O:15].C(=O)([O-])[O-].[K+].[K+]>CN(C=O)C>[N+:8]([C:6]1[CH:5]=[CH:4][C:3]([O:11][CH2:13][C:14]([O:16][CH2:17][CH3:18])=[O:15])=[C:2]([Cl:1])[CH:7]=1)([O-:10])=[O:9] |f:2.3.4|. Reported procedure: The product was prepared by the alkylation of 2-chloro-4-nitrophenol (17.35 g) in DMF (150 mL) with ethyl bromoacetate (16.7 g) in the presence of potassium carbonate (13.8 g) to afford 19.6 g (75.6%) of ethyl 4-nitro-2-chlorophenoxyacetate as a white solid, m.p. 73°-74° C.; hydrogenation of the latter (10.0 g, 38.5 mmol) in ethanol (200 mL) on a Parr hydrogenator in the presence of 5% platinum on carbon (sulfided) (200 mg) afforded 8.1 g (92%) of ethyl 4-amino-2-chlorophenoxyacetate, m.p. 59°-6... Procedure: 25 g of 3-phenyl-2-propyn-1-ol and 40 g of toluene-4-sulfonic acid chloride are dissolved in 500 ml of diethyl ether and cooled to −20° C. 26.6 g of finely powdered potassium hydroxide are added in portions to that solution, over a period of 20 minutes, in such a manner that the internal temperature of the reaction mixture does not exceed −5° C. When the addition is complete, the reaction mixture is stirred for 2 hours at from 0 to 5° C. and then introduced into one litre of ice-water. Extractio... The product is C1(=CC=CC=C1)C#CCOS(=O)(=O)C1=CC=C(C=C1)C (toluene-4-sulfonic acid (3-phenyl-2-propyn-1-yl) ester). Conditions: temperature -20 celsius, time 2 hour. The solvent is C(C)OCC (diethyl ether). Reaction SMILES: [C:1]1([C:7]#[C:8][CH2:9][OH:10])[CH:6]=[CH:5][CH:4]=[CH:3][CH:2]=1.[C:11]1([CH3:21])[CH:16]=[CH:15][C:14]([S:17](Cl)(=[O:19])=[O:18])=[CH:13][CH:12]=1.[OH-].[K+]>C(OCC)C>[C:1]1([C:7]#[C:8][CH2:9][O:10][S:17]([C:14]2[CH:15]=[CH:16][C:11]([CH3:21])=[CH:12][CH:13]=2)(=[O:19])=[O:18])[CH:6]=[CH:5][CH:4]=[CH:3][CH:2]=1 |f:2.3|. Starting materials: ice water, C1(=CC=CC=C1)C#CCO (3-phenyl-2-propyn-1-ol), C1(=CC=C(C=C1)S(=O)(=O)Cl)C (toluene-4-sulfonic acid chloride), [OH-].[K+] (potassium hydroxide). Starting materials: FC=1C=C(C=CC1)N1CCN(CC1)CCOC1=C(C=CC=C1)C1SCCN1 (2-{2-[2-(4-(3-fluorophenyl)piperazin-1-yl)ethyloxy]phenyl}thiazolidine), [N-]=C=O.[K+] (potassium isocyanate), [N-]=C=O.[K+] (potassium isocyanate), O (water), C([O-])(O)=O.[Na+] (sodium bicarbonate). Solvent: C(C)O (ethanol), C(C)(=O)O (acetic acid), C(C)(=O)O (acetic acid). Reaction conditions: time 2 hour. Product: FC=1C=C(C=CC1)N1CCN(CC1)CCOC1=C(C=CC=C1)C1SCCN1C(=O)N (2-{2-[2-(4-(3-fluorophenyl)piperazin-1-yl)ethyloxy]phenyl}thiazolidine-3-carboxamide). Isolated yield 87.3%. Reaction SMILES: [N-:1]=[C:2]=[O:3].[K+].O.[F:6][C:7]1[CH:8]=[C:9]([N:13]2[CH2:18][CH2:17][N:16]([CH2:19][CH2:20][O:21][C:22]3[CH:27]=[CH:26][CH:25]=[CH:24][C:23]=3[CH:28]3[NH:32][CH2:31][CH2:30][S:29]3)[CH2:15][CH2:14]2)[CH:10]=[CH:11][CH:12]=1.C(=O)(O)[O-].[Na+]>C(O)C.C(O)(=O)C>[F:6][C:7]1[CH:8]=[C:9]([N:13]2[CH2:18][CH2:17][N:16]([CH2:19][CH2:20][O:21][C:22]3[CH:27]=[CH:26][CH:25]=[CH:24][C:23]=3[CH:28]3[N:32]([C:2]([NH2:1])=[O:3])[CH2:31][CH2:30][S:29]3)[CH2:15][CH2:14]2)[CH:10]=[CH:11][CH:12]=1 |f:0.1,4.5|. Procedure details: A mixture of 1.12 g of potassium isocyanate, 10 ml of water and 2 ml of acetic acid is added to a solution of 2.68 g of 2-{2-[2-(4-(3-fluorophenyl)piperazin-1-yl)ethyloxy]phenyl}thiazolidine in 20 ml of ethanol, and the mixture is stirred at room temperature for 2 hours. A mixture of 0.56 g of potassium isocyanate and 0.5 ml of acetic acid is added to said mixture, and the mixture is stirred at the same temperature for 2 hours. The mixture is made alkaline with sodium bicarbonate and concentrate... Product: CC(C)(C)OC(=O)n1nc(-c2cc3cc(C(=O)c4ccccc4)ccc3n2C(=O)OC(C)(C)C)c2sccc21. RXN SMILES: [C:1]([CH3:2])([CH3:3])([CH3:4])[O:5][C:6](=[O:7])[n:8]1[c:9](-[c:25]2[c:26]3[c:27]([n:28]([C:30](=[O:31])[O:32][C:33]([CH3:34])([CH3:35])[CH3:36])[n:29]2)[cH:37][cH:38][s:39]3)[cH:10][c:11]2[cH:12][c:13]([CH:17]([c:18]3[cH:19][cH:20][cH:21][cH:22][cH:23]3)[OH:24])[cH:14][cH:15][c:16]12.[Cl:41][CH2:42][Cl:43].[OH2:40]>>[C:1]([CH3:2])([CH3:3])([CH3:4])[O:5][C:6](=[O:7])[n:8]1[c:9](-[c:25]2[c:26]3[c:27]([n:28]([C:30](=[O:31])[O:32][C:33]([CH3:34])([CH3:35])[CH3:36])[n:29]2)[cH:37][cH:38][s:39]3)[cH:10][c:11]2[cH:12][c:13]([C:17]([c:18]3[cH:19][cH:20][cH:21][cH:22][cH:23]3)=[O:24])[cH:14][cH:15][c:16]12. Starting materials: CC(C)(C)OC(=O)n1nc(-c2cc3cc(C(O)c4ccccc4)ccc3n2C(=O)OC(C)(C)C)c2sccc21, ClCCl, O. Reactants: CC(=O)O, O, O=S(=O)(O)O, COc1cccc(C(O)C2c3ccccc3Cc3ccccc32)c1. Yields the product COc1cccc(C=C2c3ccccc3Cc3ccccc32)c1. RXN SMILES: [C:25]([OH:26])(=[O:27])[CH3:28].[OH2:34].[S:29](=[O:30])(=[O:31])([OH:32])[OH:33].[cH:1]1[cH:2][cH:3][cH:4][c:5]2[c:14]1[CH:13]([CH:15]([OH:16])[c:17]1[cH:18][c:19]([O:23][CH3:24])[cH:20][cH:21][cH:22]1)[c:12]1[c:7]([cH:8][cH:9][cH:10][cH:11]1)[CH2:6]2>>[cH:1]1[cH:2][cH:3][cH:4][c:5]2[c:14]1[C:13](=[CH:15][c:17]1[cH:18][c:19]([O:23][CH3:24])[cH:20][cH:21][cH:22]1)[c:12]1[c:7]([cH:8][cH:9][cH:10][cH:11]1)[CH2:6]2.